This data is from the Open Reaction Database (ORD), a public repository of structured organic reaction records. The task is: describe an organic reaction: reactants, conditions, products, and yield The yield is 0.8%. Run in CO (methanol). Reaction SMILES: [F:1][C:2]([F:37])([F:36])[C:3]1[CH:4]=[C:5]([CH:29]=[C:30]([C:32]([F:35])([F:34])[F:33])[CH:31]=1)[CH2:6][NH:7][CH2:8][C:9]1[CH:10]=[C:11]2[N:26]=[C:25]([CH3:27])[N:24]([CH3:28])[C:12]2=[N:13][C:14]=1[N:15]([CH2:20][CH:21]1[CH2:23][CH2:22]1)[CH2:16][CH:17]1[CH2:19][CH2:18]1.C(=O)(O)[O-].[Na+].[N:43]#[C:44]Br>CO>[CH:17]1([CH2:16][N:15]([CH2:20][CH:21]2[CH2:23][CH2:22]2)[C:14]2[N:13]=[C:12]3[N:24]([CH3:28])[C:25]([CH3:27])=[N:26][C:11]3=[CH:10][C:9]=2[CH2:8][N:7]([CH2:6][C:5]2[CH:29]=[C:30]([C:32]([F:33])([F:35])[F:34])[CH:31]=[C:3]([C:2]([F:36])([F:1])[F:37])[CH:4]=2)[C:44]#[N:43])[CH2:18][CH2:19]1 |f:1.2|. The reactants are FC(C=1C=C(CNCC=2C=C3C(=NC2N(CC2CC2)CC2CC2)N(C(=N3)C)C)C=C(C1)C(F)(F)F)(F)F ({6-[(3,5-bis-trifluoromethyl-benzylamino)-methyl]-2,3-dimethyl-3H-imidazo[4,5-b]pyridin-5-yl}-bis-cyclopropylmethyl-amine), C([O-])(O)=O.[Na+] (sodium bicarbonate), N#CBr (Cyanogen bromide). Procedure: A mixture of {6-[(3,5-bis-trifluoromethyl-benzylamino)-methyl]-2,3-dimethyl-3H-imidazo[4,5-b]pyridin-5-yl}-bis-cyclopropylmethyl-amine (0.220 g, 0.41 mol) and sodium bicarbonate (0.071 mg, 0.83 mol.) in methanol (8 mL) was stirred at 0° C. for 15 min. Cyanogen bromide (0.053 g, 0.05 mol) was added and continued to stir at room temperature for 1.5 h. Methanol was removed under reduced pressure, extracted with ethyl acetate (250 mL), washed with water (250 mL×2) and the organic layer was dried ove... Conditions: temperature 0 celsius, time 15 minute. The product is C1(CC1)CN(C1=C(C=C2C(=N1)N(C(=N2)C)C)CN(C#N)CC2=CC(=CC(=C2)C(F)(F)F)C(F)(F)F)CC2CC2 ([5-(bis-cyclopropylmethyl-amino)-2,3-dimethyl-3H-imidazo[4,5-b]pyridin-6-ylmethyl]-(3,5-bis-trifluoromethyl-benzyl)-cyanamide). Product: COC=1C(=CC=C2C=CNC12)C(CC(=O)NC)C1=CC=CC=C1 (3-(7-Methoxy-1H-indol-6-yl)-N-methyl-3-phenyl-propionamide). Reported procedure: 3-(7-Methoxy-1H-indol-6-yl)-N-methyl-3-phenyl-propionamide CXL was prepared from 3-(7-methoxy-1H-indol-6-yl)-N-methyl-3-phenyl-acrylamide using the procedure described above for preparation of 3-(1H-Indol-7-yl)-N-methyl-3-phenyl-propionamide XIX (Example 4). The reactants are COC=1C(=CC=C2C=CNC12)C(=CC(=O)NC)C1=CC=CC=C1 (3-(7-methoxy-1H-indol-6-yl)-N-methyl-3-phenyl-acrylamide), N1C=CC2=CC=CC(=C12)C(CC(=O)NC)C1=CC=CC=C1 (3-(1H-Indol-7-yl)-N-methyl-3-phenyl-propionamide). As a reaction SMILES: [CH3:1][O:2][C:3]1[C:4]([C:12]([C:18]2[CH:23]=[CH:22][CH:21]=[CH:20][CH:19]=2)=[CH:13][C:14]([NH:16][CH3:17])=[O:15])=[CH:5][CH:6]=[C:7]2[C:11]=1[NH:10][CH:9]=[CH:8]2.N1C2C(=CC=CC=2C(C2C=CC=CC=2)CC(NC)=O)C=C1>>[CH3:1][O:2][C:3]1[C:4]([CH:12]([C:18]2[CH:23]=[CH:22][CH:21]=[CH:20][CH:19]=2)[CH2:13][C:14]([NH:16][CH3:17])=[O:15])=[CH:5][CH:6]=[C:7]2[C:11]=1[NH:10][CH:9]=[CH:8]2. Reactants: Cl.C(C1=CC=CC=C1)OC(C[C@@H](CN=[N+]=[N-])N)=O (Benzyl-3-amino-4-azido-(3S)-butyrate hydrochloride), Cl.NN=CC1=CC=C(C=C1)NC(CCC(=O)O)=O (4-[[4-(aminoiminomethyl)phenyl]amino]-4-oxobutanoic acid hydrochloride), CN1CCOCC1 (N-methylmorpholine), ClC(=O)OCC(C)C (isobutyl chloroformate), CN(C)C1=NC=CC=C1 (dimethylaminopyridine). The solvent is CN(C)C=O (DMF). Conditions: time 5 minute. The product is NN=CC1=CC=C(C=C1)NC(CCC(=O)N[C@H](CC(=O)O)CN=[N+]=[N-])=O (3-(R)-[[4-[[4-(aminoiminomethyl)phenyl]amino]-1,4-dioxobutyl]amino]-4-azidobutanoic acid). As a reaction SMILES: Cl.[NH2:2][N:3]=[CH:4][C:5]1[CH:10]=[CH:9][C:8]([NH:11][C:12](=[O:18])[CH2:13][CH2:14][C:15]([OH:17])=O)=[CH:7][CH:6]=1.CN1CCOCC1.ClC(OCC(C)C)=O.Cl.C([O:42][C:43](=[O:51])[CH2:44][C@H:45]([NH2:50])[CH2:46][N:47]=[N+:48]=[N-:49])C1C=CC=CC=1.CN(C1C=CC=CN=1)C>CN(C=O)C>[NH2:2][N:3]=[CH:4][C:5]1[CH:6]=[CH:7][C:8]([NH:11][C:12](=[O:18])[CH2:13][CH2:14][C:15]([NH:50][C@@H:45]([CH2:46][N:47]=[N+:48]=[N-:49])[CH2:44][C:43]([OH:51])=[O:42])=[O:17])=[CH:9][CH:10]=1 |f:0.1,4.5|. Procedure: 4-[[4-(aminoiminomethyl)phenyl]amino]-4-oxobutanoic acid hydrochloride prepared in Example 1, Step 1 (4.6 g, 18.5 mmol) was added to dry DMF (250 ml) followed by N-methylmorpholine (1.8 g, 18.5 mmol) and isobutyl chloroformate (2.8 g, 17 mmol) at 25° C. The mixture was stirred for 5 min. Benzyl-3-amino-4-azido-(3S)-butyrate hydrochloride (1 eq; from Step 1, Example 22) was added followed by dimethylaminopyridine. After 1 h the solvent was removed under reduced pressure and the product purified b... The reactants are ClC=1C=C(CNC(=O)C=2C=CC(=NC2)C(=O)O)C=CC1Cl (5(3,4-dichlorobenzylcarbamoyl)-pyridine-2-carboxylic acid), ClC=1C=C(CNC(=O)C2=CC=C(S2)C(=O)O)C=CC1Cl (5-(3,4-dichlorobenzyl-carbamoyl)-thiophene-2-carboxylic acid). Product: ClC=1C=C(CNC(=O)C=2C=CC(=NC2)C(=O)Cl)C=CC1Cl (5(3,4-dichlorobenzylcarbamoyl)pyridine-2-carbonylchloride). RXN SMILES: [Cl:1][C:2]1[CH:3]=[C:4]([CH:18]=[CH:19][C:20]=1[Cl:21])[CH2:5][NH:6][C:7]([C:9]1[CH:10]=[CH:11][C:12]([C:15](O)=[O:16])=[N:13][CH:14]=1)=[O:8].[Cl:22]C1C=C(C=CC=1Cl)CNC(C1SC(C(O)=O)=CC=1)=O>>[Cl:1][C:2]1[CH:3]=[C:4]([CH:18]=[CH:19][C:20]=1[Cl:21])[CH2:5][NH:6][C:7]([C:9]1[CH:10]=[CH:11][C:12]([C:15]([Cl:22])=[O:16])=[N:13][CH:14]=1)=[O:8]. Procedure: Compound (13(b)) was treated in an analogous manner to compound (12(b)) in Example 12 to give 5(3,4-dichlorobenzylcarbamoyl)pyridine-2-carbonylchloride (13(c)) which was used crude in the next reaction. The reactants are O=C([O-])CC(O)(CC(=O)[O-])C(=O)[O-], Cc1cn(C2CC(N=[N+]=[N-])C(CO)O2)c(=O)[nH]c1=O, Nc1nc(NCC2CC2)c2nc[nH]c2n1. The product is [N-]=[N+]=NC1CC(n2cnc3c(NCC4CC4)nc(N)nc32)OC1CO. Reaction SMILES: [C:1]([O-:2])(=[O:3])[CH2:4][C:5]([CH2:6][C:7]([O-:8])=[O:9])([C:10]([O-:11])=[O:12])[OH:13].[CH3:29][c:30]1[c:31](=[O:32])[nH:43][c:44](=[O:45])[n:46]([CH:33]2[CH2:34][CH:35]([N:36]=[N+:37]=[N-:38])[CH:39]([CH2:40][OH:41])[O:42]2)[cH:47]1.[NH2:14][c:15]1[n:16][c:17]([NH:24][CH2:25][CH:26]2[CH2:27][CH2:28]2)[c:18]2[n:19][cH:20][nH:21][c:22]2[n:23]1>>[NH2:14][c:15]1[n:16][c:17]([NH:24][CH2:25][CH:26]2[CH2:27][CH2:28]2)[c:18]2[n:19][cH:20][n:21]([CH:33]3[CH2:34][CH:35]([N:36]=[N+:37]=[N-:38])[CH:39]([CH2:40][OH:41])[O:42]3)[c:22]2[n:23]1. The reactants are BrCc1ccccc1, O=C([O-])[O-], CC(C)=O, O=C(CCCCl)c1ccc(O)cc1, [K+], [K+]. Product: O=C(CCCCl)c1ccc(OCc2ccccc2)cc1. RXN SMILES: [Br:14][CH2:15][c:16]1[cH:17][cH:18][cH:19][cH:20][cH:21]1.[C:22](=[O:23])([O-:24])[O-:25].[CH3:28][C:29](=[O:30])[CH3:31].[Cl:1][CH2:2][CH2:3][CH2:4][C:5](=[O:6])[c:7]1[cH:8][cH:9][c:10]([OH:13])[cH:11][cH:12]1.[K+:26].[K+:27]>>[Cl:1][CH2:2][CH2:3][CH2:4][C:5](=[O:6])[c:7]1[cH:8][cH:9][c:10]([O:13][CH2:15][c:16]2[cH:17][cH:18][cH:19][cH:20][cH:21]2)[cH:11][cH:12]1. The reactants are [OH-].[K+] (potassium hydroxide), C(C1=CC=CC=C1)OC=1C=C(C=CC1)SC1=CC(=C(C=C1)CCCC(C(=O)OCC)(C)C(=O)OCC)Cl (Ethyl 5-[4-(3-benzyloxyphenylthio)-2-chlorophenyl]-2-ethoxycarbonyl-2-methylpentanoate), Cl (hydrochloric acid), C(C)(=O)OCC (ethyl acetate). Run in C(C)O (ethanol), O (water). Run at temperature 50 celsius, time 8 hour. The product is C(C1=CC=CC=C1)OC=1C=C(C=CC1)SC1=CC(=C(C=C1)CCCC(C(=O)O)(C)C(=O)OCC)Cl (5-[4-(3-benzyloxyphenylthio)-2-chlorophenyl]-2-ethoxycarbonyl-2-methylpentanoic acid). Isolated yield 91.6%. As a reaction SMILES: [CH2:1]([O:8][C:9]1[CH:10]=[C:11]([S:15][C:16]2[CH:21]=[CH:20][C:19]([CH2:22][CH2:23][CH2:24][C:25]([C:32]([O:34]CC)=[O:33])([CH3:31])[C:26]([O:28][CH2:29][CH3:30])=[O:27])=[C:18]([Cl:37])[CH:17]=2)[CH:12]=[CH:13][CH:14]=1)[C:2]1[CH:7]=[CH:6][CH:5]=[CH:4][CH:3]=1.[OH-].[K+].Cl.C(OCC)(=O)C>C(O)C.O>[CH2:1]([O:8][C:9]1[CH:10]=[C:11]([S:15][C:16]2[CH:21]=[CH:20][C:19]([CH2:22][CH2:23][CH2:24][C:25]([C:26]([O:28][CH2:29][CH3:30])=[O:27])([CH3:31])[C:32]([OH:34])=[O:33])=[C:18]([Cl:37])[CH:17]=2)[CH:12]=[CH:13][CH:14]=1)[C:2]1[CH:3]=[CH:4][CH:5]=[CH:6][CH:7]=1 |f:1.2|. Procedure details: The compound of Example 194 (2.74 g) was dissolved in ethanol (10 mL). To this solution, potassium hydroxide (330 mg) was added and the mixture was stirred overnight at 50° C. Subsequently, the reaction mixture was diluted with water, followed by addition of 2 mol/L hydrochloric acid and extraction with ethyl acetate. The ethyl acetate layer was washed with a saturated aqueous solution of sodium chloride, was dried over anhydrous magnesium sulfate, and was then concentrated. The resulting residu... Procedure details: 1-Cyclopropyl-6,7-difluoro-1,4-dihydro-4-oxoquinoline-3-carboxylic acid (4.4 g) and 3,7-diazabicyclo[3.3.0] oct-1(5)-ene dihydrobromide (4.2 g) were added to diisopropyl ethylamine (11.6 ml) in acetonitrile (120 ml) and refluxed for 7 hours. The produced precipitate was filtered, washed with acetonitrile (100 ml), water (50 ml), ethanol (50 ml) and them ethyl ether (50 ml) to give the title compound (4.2 g, yield 77%). Starting materials: C1(CC1)N1C=C(C(C2=CC(=C(C=C12)F)F)=O)C(=O)O (1-Cyclopropyl-6,7-difluoro-1,4-dihydro-4-oxoquinoline-3-carboxylic acid), Br.Br.C1=2CNCC2CNC1 (3,7-diazabicyclo[3.3.0] oct-1(5)-ene dihydrobromide), C(C)(C)N(CC)C(C)C (diisopropyl ethylamine). The yield is 76.5%. Product: C1(CC1)N1C=C(C(C2=CC(=C(C=C12)N1CC=2CNCC2C1)F)=O)C(=O)O (1-Cyclopropyl-7-[3,7-diazabicyclo[3.3.0] oct-1(5)-en-3-yl]-6-fluoro-1,4-dihydro-4-oxoquinoline-3-carboxylic acid). Solvent: C(C)#N (acetonitrile). Reaction SMILES: [CH:1]1([N:4]2[C:13]3[C:8](=[CH:9][C:10]([F:15])=[C:11](F)[CH:12]=3)[C:7](=[O:16])[C:6]([C:17]([OH:19])=[O:18])=[CH:5]2)[CH2:3][CH2:2]1.Br.Br.[C:22]12[CH2:29][NH:28][CH2:27][C:26]=1[CH2:25][NH:24][CH2:23]2.C(N(C(C)C)CC)(C)C>C(#N)C>[CH:1]1([N:4]2[C:13]3[C:8](=[CH:9][C:10]([F:15])=[C:11]([N:24]4[CH2:25][C:26]5[CH2:27][NH:28][CH2:29][C:22]=5[CH2:23]4)[CH:12]=3)[C:7](=[O:16])[C:6]([C:17]([OH:19])=[O:18])=[CH:5]2)[CH2:3][CH2:2]1 |f:1.2.3|. Reactants: OC1=NC=CC=C1 (2-hydroxypyridine), ClC=1C(=CC2=C(C=C(C(O2)C(F)(F)F)C(=O)OCC)C1)F (ethyl 6-chloro-7-fluoro-2-(trifluoromethyl)-2H-1-benzopyran-3-carboxylate). Yields the product ClC=1C(=CC2=C(C=C(C(O2)C(F)(F)F)C(=O)O)C1)OC1=NC=CC=C1 (6-Chloro-7-[2-pyridinyloxy]-2-(trifluoromethyl)-2H-1-benzopyran-3-carboxylic Acid). As a reaction SMILES: [OH:1][C:2]1[CH:7]=[CH:6][CH:5]=[CH:4][N:3]=1.[Cl:8][C:9]1[C:10](F)=[CH:11][C:12]2[O:17][CH:16]([C:18]([F:21])([F:20])[F:19])[C:15]([C:22]([O:24]CC)=[O:23])=[CH:14][C:13]=2[CH:27]=1>>[Cl:8][C:9]1[C:10]([O:1][C:2]2[CH:7]=[CH:6][CH:5]=[CH:4][N:3]=2)=[CH:11][C:12]2[O:17][CH:16]([C:18]([F:20])([F:19])[F:21])[C:15]([C:22]([OH:24])=[O:23])=[CH:14][C:13]=2[CH:27]=1. Procedure details: The title compound was prepared from 2-hydroxypyridine and ethyl 6-chloro-7-fluoro-2-(trifluoromethyl)-2H-1-benzopyran-3-carboxylate (Example 183, Step 2) via a procedure similar to that described in Example 183, Steps 3 and 4: mp 234.2-235.4° C. 1H NMR (acetone-d6/300 MHz) 8.14 (dd, 1H, J=4.8 Hz, 1.4 Hz), 7.92 (m, 2H), 7.70 (s, 1H), 7.14 (m, 2H), 6.99 (s, 1H), 5.88 (q, 1H, J=7.0 Hz). 19F NMR (acetone-d6/282 MHz) −79.4 (d, J=7.2 Hz). ESLRMS m/z 372 (M+H). ESHRMS m/z 372.0252 (M+H, Calc'd 372.025... Reactants: C(C1=CC=CC=C1)OC(=O)NCCCCC(=O)O (5-(N-benzyloxycarbonylamino)pentanoic acid), C1(=CC=CC=C1)CC(=O)OCC (ethyl phenylacetate), C(C)(C)NC(C)C (diisopropylamine), C1=CN(C=N1)C(=O)N2C=CN=C2 (CDI), [Cl-].[NH4+] (ammonium chloride). The solvent is C1CCOC1 (THF), C1CCOC1 (THF), C1CCOC1 (THF). The product is C(C1=CC=CC=C1)OC(=O)NCCCCC(C(C(=O)OCC)C1=CC=CC=C1)=O (ethyl 7-(N-benzyloxycarbonylamino)-3-oxo-2-phenylheptanoate). The yield is 42.6%. As a reaction SMILES: [CH2:1]([O:8][C:9]([NH:11][CH2:12][CH2:13][CH2:14][CH2:15][C:16]([OH:18])=O)=[O:10])[C:2]1[CH:7]=[CH:6][CH:5]=[CH:4][CH:3]=1.C1N=CN(C(N2C=NC=C2)=O)C=1.C(NC(C)C)(C)C.[C:38]1([CH2:44][C:45]([O:47][CH2:48][CH3:49])=[O:46])[CH:43]=[CH:42][CH:41]=[CH:40][CH:39]=1.[Cl-].[NH4+]>C1COCC1>[CH2:1]([O:8][C:9]([NH:11][CH2:12][CH2:13][CH2:14][CH2:15][C:16](=[O:18])[CH:44]([C:38]1[CH:43]=[CH:42][CH:41]=[CH:40][CH:39]=1)[C:45]([O:47][CH2:48][CH3:49])=[O:46])=[O:10])[C:2]1[CH:3]=[CH:4][CH:5]=[CH:6][CH:7]=1 |f:4.5|. Reported procedure: The target compound was prepared as a pale yellow oil in an amount 3.8 g at a yield of 42.6% in the same manner as in Example 1 except that 5.7 g (22 mmol) of 5-(N-benzyloxycarbonylamino)pentanoic acid was dissolved in 23 ml of THF and 5.35 g (33 mmol) of CDI was dividedly added several times; 5.8 ml (44 mmol) of diisopropylamine and 10 ml of THF were added and 27.5 ml (44 mmol) of 1.63N BA solution was added dropwise; 6.6 ml (44 mmol) of ethyl phenylacetate instead of methyl phenylacetate was d...